This data is from the Open Reaction Database (ORD), a public repository of structured organic reaction records. The task is: describe an organic reaction: reactants, conditions, products, and yield Reactants: C1CCC2=NCCCN2CC1, C1CCOC1, BrCc1ccccc1I, c1nc[nH]n1. Product: Ic1ccccc1Cn1cncn1. Reaction SMILES: [CH2:15]1[CH2:16][CH2:17][C:18]2=[N:23][CH2:22][CH2:21][CH2:20][N:19]2[CH2:24][CH2:25]1.[CH2:26]1[O:27][CH2:28][CH2:29][CH2:30]1.[I:6][c:7]1[c:8]([CH2:9][Br:10])[cH:11][cH:12][cH:13][cH:14]1.[nH:1]1[n:2][cH:3][n:4][cH:5]1>>[n:1]1([CH2:9][c:8]2[c:7]([I:6])[cH:14][cH:13][cH:12][cH:11]2)[n:2][cH:3][n:4][cH:5]1. The reactants are C[SiH](C)OC(c1c[nH]cn1)C(C)(C)C, C=CCOC(=O)N1CC(OS(C)(=O)=O)CC1CCOS(C)(=O)=O, CC(C)(C)[O-], [K+]. Yields the product C=CCOC(=O)N1CC(OS(C)(=O)=O)CC1CCn1cnc(C(O[SiH](C)C)C(C)(C)C)c1. RXN SMILES: [C:24]([CH3:25])([CH3:26])([CH3:27])[CH:28]([c:29]1[n:30][cH:31][nH:32][cH:33]1)[O:34][SiH:35]([CH3:36])[CH3:37].[CH2:1]([CH:2]=[CH2:3])[O:4][C:5](=[O:6])[N:7]1[CH:8]([CH2:17][CH2:18][O:19][S:20]([CH3:21])(=[O:22])=[O:23])[CH2:9][CH:10]([O:12][S:13](=[O:14])(=[O:15])[CH3:16])[CH2:11]1.[CH3:38][C:39]([CH3:40])([O-:41])[CH3:42].[K+:43]>>[CH2:1]([CH:2]=[CH2:3])[O:4][C:5](=[O:6])[N:7]1[CH:8]([CH2:17][CH2:18][n:32]2[cH:31][n:30][c:29]([CH:28]([C:24]([CH3:25])([CH3:26])[CH3:27])[O:34][SiH:35]([CH3:36])[CH3:37])[cH:33]2)[CH2:9][CH:10]([O:12][S:13](=[O:14])(=[O:15])[CH3:16])[CH2:11]1.